From a dataset of the Open Reaction Database (ORD), a public repository of structured organic reaction records. describe an organic reaction: reactants, conditions, products, and yield The reactants are C(=O)([O-])[O-].[Na+].[Na+] (Na2CO3), CNC1=NC=C(C=N1)B1OC(C(O1)(C)C)(C)C (N-methyl-5-(4,4,5,5-tetramethyl-1,3,2-dioxaborolan-2-yl)pyrimidin-2-amine), ClC1=CC(=NC=N1)NCC(C)C1=C2C(=NC=C1)OCCO2 (6-chloro-N-[2-(2,3-dihydro-[1,4]dioxino[2,3-b]pyridin-8-yl)propyl]pyrimidin-4-amine). Reagents/catalysts: C1(=CC=CC=C1)P([C-]1C=CC=C1)C1=CC=CC=C1.[C-]1(C=CC=C1)P(C1=CC=CC=C1)C1=CC=CC=C1.[Fe+2] (1,1′-bis(diphenylphosphino)ferrocene), Cl[Pd]Cl (dichloropalladium(II)). The solvent is C(C)(=O)OCC (ethyl acetate), CC(C)O (IPA). Reaction conditions: temperature 80 celsius. The product is O1CCOC2=NC=CC(=C21)[C@@H](CNC2=CC(=NC=N2)C=2C=NC(=NC2)NC)C ((S)—N6-(2-(2,3-dihydro-[1,4]dioxino[2,3-b]pyridin-8-yl)propyl)-N2′-methyl-[4,5′-bipyrimidine]-2′,6-diamine). Reaction SMILES: Cl[C:2]1[N:7]=[CH:6][N:5]=[C:4]([NH:8][CH2:9][CH:10]([C:12]2[CH:17]=[CH:16][N:15]=[C:14]3[O:18][CH2:19][CH2:20][O:21][C:13]=23)[CH3:11])[CH:3]=1.[CH3:22][NH:23][C:24]1[N:29]=[CH:28][C:27](B2OC(C)(C)C(C)(C)O2)=[CH:26][N:25]=1.C([O-])([O-])=O.[Na+].[Na+]>CC(O)C.C(OCC)(=O)C.C1(P(C2C=CC=CC=2)[C-]2C=CC=C2)C=CC=CC=1.[C-]1(P(C2C=CC=CC=2)C2C=CC=CC=2)C=CC=C1.[Fe+2].Cl[Pd]Cl>[O:21]1[C:13]2[C:14](=[N:15][CH:16]=[CH:17][C:12]=2[C@H:10]([CH3:11])[CH2:9][NH:8][C:4]2[N:5]=[CH:6][N:7]=[C:2]([C:27]3[CH:26]=[N:25][C:24]([NH:23][CH3:22])=[N:29][CH:28]=3)[CH:3]=2)[O:18][CH2:19][CH2:20]1 |f:2.3.4,7.8.9|. Reported procedure: As shown in step 7-vi of Scheme 7, 6-chloro-N-[2-(2,3-dihydro-[1,4]dioxino[2,3-b]pyridin-8-yl)propyl]pyrimidin-4-amine (410 mg) was dissolved in IPA (0.75 mL). N-methyl-5-(4,4,5,5-tetramethyl-1,3,2-dioxaborolan-2-yl)pyrimidin-2-amine (23 mg) was added, followed by the addition of 2M Na2CO3 (122 μL) and 1,1′-bis(diphenylphosphino)ferrocene]dichloropalladium(II), dichloromethane complex (7 mg). The reaction vessel was sealed and heated at 80° C. overnight. The mixture was cooled, diluted with ethy... The reactants are 80, C1(=CC=CC=C1)S(=O)(=O)N1C(NCC1)=O (1-benzenesulphonyl-2-oxo-imidazolidine), C(=O)(Cl)Cl (phosgene), N1=CC=CC=C1 (pyridine). The solvent is ClCCl (dichloromethane). Conditions: time 8 hour. Product: ClC(=O)N1C(N(CC1)S(=O)(=O)C1=CC=CC=C1)=O (1-Chlorocarbonyl-2-oxo-3-benzenesulphonyl-imidazolidine). As a reaction SMILES: [C:1]1([S:7]([N:10]2[CH2:14][CH2:13][NH:12][C:11]2=[O:15])(=[O:9])=[O:8])[CH:6]=[CH:5][CH:4]=[CH:3][CH:2]=1.[C:16](Cl)([Cl:18])=[O:17].N1C=CC=CC=1>ClCCl>[Cl:18][C:16]([N:12]1[CH2:13][CH2:14][N:10]([S:7]([C:1]2[CH:2]=[CH:3][CH:4]=[CH:5][CH:6]=2)(=[O:9])=[O:8])[C:11]1=[O:15])=[O:17]. Procedure details: A mixture of 80 parts by weight of 1-benzenesulphonyl-2-oxo-imidazolidine, 69 parts by weight of phosgene, 31.6 parts by weight of pyridine and 350 parts by volume of dichloromethane, brought together at 0°C, was stirred overnight at room temperature and subsequently evaporated to dryness. Thereafter the material was suspended in 500 parts by volume of ice water and filtered off, the residue was taken up in 500 parts by volume of dichloromethane, the solution was dried over MgSO4, filtered and a... The yield is 58.1%. The product is BrC1=CC(=C(OCCC2=CC3=C(N(C4=C(N(C3=O)C)C=CC=N4)CC)N=C2)C=C1)C (8-[2-(4-Bromo-2-methylphenoxy)ethyl]-11-ethyl -5,11-dihydro-5-methyl-6H-dipyrido[3,2-b:2′,3′-e][1,4]diazepin-6-one). Procedure: A solution of DIAD (0.44 mL, 2.40 mmol) in THF (1.0 mL) was added dropwise to an ice-cold solution of 11-ethyl-5,11-dihydro-8-(2-hydroxyethyl)-5-methyl-6H-dipyrido[3,2-b:2′,3′-e][1,4]diazepin-6-one (480 mg, 1.61 mmol), 4-bromo-2-methylphenol (318 mg, 1.70 mmol) and PPh3 (629 mg, 2.40 mmol) in THF (20 mL) at 25° C. The mixture was stirred at 0° C. for 3 h. The reaction mixture was concentrated under reduced pressure and the residue was purified by flash chromatography (Hexane:EtOAc, 7:3) to yield... Reaction conditions: temperature 0 celsius, time 3 hour. As a reaction SMILES: CC(OC(/N=N/C(OC(C)C)=O)=O)C.[CH2:15]([N:17]1[C:23]2[N:24]=[CH:25][C:26]([CH2:28][CH2:29][OH:30])=[CH:27][C:22]=2[C:21](=[O:31])[N:20]([CH3:32])[C:19]2[CH:33]=[CH:34][CH:35]=[N:36][C:18]1=2)[CH3:16].[Br:37][C:38]1[CH:43]=[CH:42][C:41](O)=[C:40]([CH3:45])[CH:39]=1.C1C=CC(P(C2C=CC=CC=2)C2C=CC=CC=2)=CC=1>C1COCC1>[Br:37][C:38]1[CH:43]=[CH:42][C:41]([O:30][CH2:29][CH2:28][C:26]2[CH:25]=[N:24][C:23]3[N:17]([CH2:15][CH3:16])[C:18]4[N:36]=[CH:35][CH:34]=[CH:33][C:19]=4[N:20]([CH3:32])[C:21](=[O:31])[C:22]=3[CH:27]=2)=[C:40]([CH3:45])[CH:39]=1. Starting materials: CC(C)OC(=O)/N=N/C(=O)OC(C)C (DIAD), ice, C(C)N1C2=C(N(C(C3=C1N=CC(=C3)CCO)=O)C)C=CC=N2 (11-ethyl-5,11-dihydro-8-(2-hydroxyethyl)-5-methyl-6H-dipyrido[3,2-b:2′,3′-e][1,4]diazepin-6-one), BrC1=CC(=C(C=C1)O)C (4-bromo-2-methylphenol), C1=CC=C(C=C1)P(C2=CC=CC=C2)C3=CC=CC=C3 (PPh3). The solvent is C1CCOC1 (THF), C1CCOC1 (THF). Reactants: ClC1=C(NC=2C(=CSC2)CC(=O)N)C(=CC=C1)Cl (4-(2,6-dichloroanilino)-3-thiophenacetamide), O (water). Run in S(O)(O)(=O)=O (sulfuric acid). The product is ClC1=C(NC=2C(=CSC2)CC(=O)O)C(=CC=C1)Cl (4-(2,6-dichloroanilino)-3-thiophenacetic acid). RXN SMILES: [Cl:1][C:2]1[CH:17]=[CH:16][CH:15]=[C:14]([Cl:18])[C:3]=1[NH:4][C:5]1[C:6]([CH2:10][C:11](N)=[O:12])=[CH:7][S:8][CH:9]=1.[OH2:19]>S(=O)(=O)(O)O>[Cl:1][C:2]1[CH:17]=[CH:16][CH:15]=[C:14]([Cl:18])[C:3]=1[NH:4][C:5]1[C:6]([CH2:10][C:11]([OH:19])=[O:12])=[CH:7][S:8][CH:9]=1. Procedure: 30.1 g (0.1 mole) of 4-(2,6-dichloroanilino)-3-thiophenacetamide are warmed to 100° in 135 ml of concentrated sulfuric acid and 49 ml of water for 3 hours. The mixture is poured onto ice, and the precipitate of 4-(2,6-dichloroanilino)-3-thiophenacetic acid which has formed in filtered off. The precipitate is boiled up with diisopropyl ether and dried; it then melts at 179° to 180°. The reactants are Cl.COC([C@@H](N)CCSC)=O (methionine methyl ester hydrochloride), CN1CCOCC1 (4-N-methylmorpholine), ClC=1C(=C(C(=O)Cl)C=CC1)C (3-chloro-methyl benzoyl chloride). Run in C(Cl)Cl (methylene chloride). Reaction conditions: temperature 20 celsius, time 16 hour. Yields the product C(=O)(OC)[C@H](CCSC)NC(C1=CC(=CC=C1)CCl)=O (N-(1(S)-carbomethoxy-3-methylthiopropyl)3-chloromethylbenzamide). As a reaction SMILES: Cl.[CH3:2][O:3][C:4](=[O:11])[C@H:5]([CH2:7][CH2:8][S:9][CH3:10])[NH2:6].CN1[CH2:18][CH2:17][O:16]CC1.[Cl:19][C:20]1[C:21]([CH3:29])=[C:22]([CH:26]=[CH:27]C=1)C(Cl)=O>C(Cl)Cl>[C:4]([C@@H:5]([NH:6][C:17](=[O:16])[C:18]1[CH:27]=[CH:26][CH:22]=[C:21]([CH2:20][Cl:19])[CH:29]=1)[CH2:7][CH2:8][S:9][CH3:10])([O:3][CH3:2])=[O:11] |f:0.1|. Reported procedure: To a solution of (S) methionine methyl ester hydrochloride (10.56 g, 52.9 mmol) and 4-N-methylmorpholine (21.34 g, 211.6 mmol) under nitrogen in 200 mL of methylene chloride at O° C. was added 3-chloro-methyl benzoyl chloride (10.00 g, 52.9 mmol) dropwise via syringe. After addition the cooling bath was removed and the resulting solution was stirred for 16 h at 20° C. The methylene chloride solution was extracted with 125 mL each of water, 2% potassium hydrogen sulfate, saturated sodium hydrogen... Reactants: CN1C(CC(CC1(C)C)=O)(C)C (1,2,2,6,6-pentamethylpiperidin-4-one), [Li]C (MeLi). Run in C(C)OCC (diethyl ether). Reaction conditions: time 30 minute. The product is CN1C(CC(CC1(C)C)(O)C)(C)C (1,2,2,4,6,6-hexamethylpiperidin-4-ol). Isolated yield 91.8%. As a reaction SMILES: [CH3:1][N:2]1[C:7]([CH3:9])([CH3:8])[CH2:6][C:5](=[O:10])[CH2:4][C:3]1([CH3:12])[CH3:11].[Li][CH3:14]>C(OCC)C>[CH3:1][N:2]1[C:7]([CH3:8])([CH3:9])[CH2:6][C:5]([CH3:14])([OH:10])[CH2:4][C:3]1([CH3:12])[CH3:11]. Procedure details: To a stirred solution of 1,2,2,6,6-pentamethylpiperidin-4-one (1.5 g, 8.88 mmol) in diethyl ether (25 mL) at rt was added MeLi (1.6 M, 5.5 mL, 8.88 mmol) slowly. The resulting mixture was stirred at rt for 30 min before it was quenched with sat. NH4Cl (15 mL). The mixture was then partitioned between EtOAc (35 mL) and sat. NaHCO3 (25 mL). The organic layer was dried over Na2SO4, filtered, and concentrated under reduced pressure to give crude 1,2,2,4,6,6-hexamethylpiperidin-4-ol (1.51 g) as an oi... Reactants: C(C)(C)(C)OC(NCC1=C(C=CC(=C1)N)N1N=CC=C1)=O (N-(5-amino-2-(pyrazol-1-yl)phenylmethyl)carbamic acid tert-butyl ester), C(C1=CC=CC=C1)(=O)N=C=S (benzoyl isothiocyanate). Run in CC(=O)C (acetone). Run at time 10 minute. Product: C(C)(C)(C)OC(=O)NCC=1C=C(C=CC1N1N=CC=C1)NC(=S)N (N-(3-((tert-butoxycarbonyl)aminomethyl)-4-(pyrazol-1-yl)phenyl)thiourea). Reaction SMILES: [C:1]([O:5][C:6](=[O:21])[NH:7][CH2:8][C:9]1[CH:14]=[C:13]([NH2:15])[CH:12]=[CH:11][C:10]=1[N:16]1[CH:20]=[CH:19][CH:18]=[N:17]1)([CH3:4])([CH3:3])[CH3:2].C([N:30]=[C:31]=[S:32])(=O)C1C=CC=CC=1>CC(C)=O>[C:1]([O:5][C:6]([NH:7][CH2:8][C:9]1[CH:14]=[C:13]([NH:15][C:31]([NH2:30])=[S:32])[CH:12]=[CH:11][C:10]=1[N:16]1[CH:20]=[CH:19][CH:18]=[N:17]1)=[O:21])([CH3:4])([CH3:2])[CH3:3]. Procedure: To a mixture of the compound (1.0 g) obtained in Example 2b and acetone (30 ml), benzoyl isothiocyanate (0.52 ml) was added dropwise at room temperature. The reaction mixture was stirred at room temperature for 10 minutes and then concentrated at reduced pressure. Methanol (50 ml) and potassium carbonate (0.53 g) were added to the resulting residue. The reaction mixture was stirred at room temperature for 80 minutes and then concentrated at reduced pressure. Water was added to the resulting resi... Starting materials: CCOC(=O)c1cc(F)cnc1Cl, CCOCC, Cl, [Li+], C1CCOC1, [OH-]. The product is O=C(O)c1cc(F)cnc1Cl. Reaction SMILES: [CH2:1]([CH3:2])[O:3][C:4]([c:5]1[c:6]([Cl:12])[n:7][cH:8][c:9]([F:11])[cH:10]1)=[O:13].[CH3:17][CH2:18][O:19][CH2:20][CH3:21].[ClH:16].[Li+:14].[O:22]1[CH2:23][CH2:24][CH2:25][CH2:26]1.[OH-:15]>>[O:3]=[C:4]([c:5]1[c:6]([Cl:12])[n:7][cH:8][c:9]([F:11])[cH:10]1)[OH:13]. The reactants are [H-].[Na+] (Sodium hydride), C(COCCOCCOCCOCCOCCO)O (hexaethylene glycol), C(C#C)Br (propargyl bromide), C1(=CC=CC=C1)C (toluene). Run in C1CCOC1 (THF). Reaction conditions: temperature 0 celsius, time 15 minute. Product: C(COCCOCCOCCOCCOCCOCC#C)O (3,6,9,12,15,18-hexaoxahenicos-20-yn-1-ol). Isolated yield 54.0%. As a reaction SMILES: [H-].[Na+].[CH2:3]([OH:21])[CH2:4][O:5][CH2:6][CH2:7][O:8][CH2:9][CH2:10][O:11][CH2:12][CH2:13][O:14][CH2:15][CH2:16][O:17][CH2:18][CH2:19][OH:20].[CH2:22](Br)[C:23]#[CH:24].C1(C)C=CC=CC=1>C1COCC1>[CH2:19]([OH:20])[CH2:18][O:17][CH2:16][CH2:15][O:14][CH2:13][CH2:12][O:11][CH2:10][CH2:9][O:8][CH2:7][CH2:6][O:5][CH2:4][CH2:3][O:21][CH2:24][C:23]#[CH:22] |f:0.1|. Reported procedure: Sodium hydride, 60% dispersion in mineral oil, (0.86 g, 21.4 mmol) was added in portions to the solution of hexaethylene glycol (5.5 g, 19.4 mmol) in anhydrous THF (40 mL) at 0° C. (FIG. 3). The reaction mixture was stirred at 0° C. for 15 minutes then propargyl bromide, 80% in toluene, (2.4 mL, 21.4 mmol) was added dropwise. The mixture was allowed to warm to room temperature and stirred for 3 hours. The formed sodium bromide was removed by filtration and the solvent was evaporated. The crude p... RXN SMILES: [C:1]([CH2:2][OH:3])(=[O:4])[O-:5].[C:7]([CH3:8])(=[O:9])[O:10][CH2:11][Br:12].[CH3:13][CH2:14][O:15][CH2:16][CH3:17].[CH3:18][C:19]#[N:20].[K+:6]>>[C:1]([CH2:2][OH:3])(=[O:4])[O:5][CH2:11][O:10][C:7]([CH3:8])=[O:9]. Reactants: O=C([O-])CO, CC(=O)OCBr, CCOCC, CC#N, [K+]. The product is CC(=O)OCOC(=O)CO.